Dataset: the Open Reaction Database (ORD), a public repository of structured organic reaction records. Task: describe an organic reaction: reactants, conditions, products, and yield Reactants: C1(CC1)CCCCC(=O)OC (methyl 5-cyclopropylvalerate), CP(OC)(OC)=O (dimethyl methylphosphonate), P([O-])([O-])=O (phosphonate), C(CCC)[Li] (n-butyllithium). The solvent is C(C)(=O)O (acetic acid), O1CCCC1 (tetrahydrofuran), CCCCCC (hexane). Run at time 5 minute. Yields the product O=C(CP(OC)(OC)=O)CCCCC1CC1 (dimethyl 2-oxo-6-cyclopropylhexylphosphonate). As a reaction SMILES: [CH3:1][P:2](=[O:7])([O:5][CH3:6])[O:3][CH3:4].P(=O)([O-])[O-].C([Li])CCC.[CH:17]1([CH2:20][CH2:21][CH2:22][CH2:23][C:24](OC)=[O:25])[CH2:19][CH2:18]1>O1CCCC1.CCCCCC.C(O)(=O)C>[O:25]=[C:24]([CH2:23][CH2:22][CH2:21][CH2:20][CH:17]1[CH2:19][CH2:18]1)[CH2:1][P:2](=[O:7])([O:5][CH3:6])[O:3][CH3:4]. Reported procedure: A solution of 49.6 g (0.40 mole) dimethyl methylphosphonate (Aldrich) in 500 ml dry tetrahydrofuran is cooled to -78° in a dry nitrogen atmosphere. To the stirred phosphonate solution is added 188 ml of 2.34 M n-butyllithium in hexane solution (Alfa Inorganics, Inc.) dropwise over a period of 18 minutes at such a rate that the reaction temperature never rises above -65°. After an additional 5 minutes stirring at -78°,25.6 g (0.20 mole) methyl 5-cyclopropylvalerate is added dropwise at a rate tha... Starting materials: Nc1ccc(C2=CCCCC2)cc1, CC(=O)O, CO, CCOC(C)=O, COC(=O)c1ccc(C=O)cc1, ClCCl. Product: COC(=O)c1ccc(CNc2ccc(C3=CCCCC3)cc2)cc1. As a reaction SMILES: [C:1]1([c:7]2[cH:8][cH:9][c:10]([NH2:11])[cH:12][cH:13]2)=[CH:2][CH2:3][CH2:4][CH2:5][CH2:6]1.[CH3:26][C:27](=[O:28])[OH:29].[CH3:33][OH:34].[CH3:35][CH2:36][O:37][C:38](=[O:39])[CH3:40].[CH:14](=[O:15])[c:16]1[cH:17][cH:18][c:19]([C:20](=[O:21])[O:22][CH3:23])[cH:24][cH:25]1.[Cl:30][CH2:31][Cl:32]>>[C:1]1([c:7]2[cH:8][cH:9][c:10]([NH:11][CH2:14][c:16]3[cH:17][cH:18][c:19]([C:20](=[O:21])[O:22][CH3:23])[cH:24][cH:25]3)[cH:12][cH:13]2)=[CH:2][CH2:3][CH2:4][CH2:5][CH2:6]1. As a reaction SMILES: [O:6]1[CH2:7][CH2:8][O:9][C:10]12[CH2:11][CH2:12][C:13](=[O:16])[CH2:14][CH2:15]2.[s:1]1[cH:2][n:3][n:4][cH:5]1>>[s:1]1[c:2]([C:13]2([OH:16])[CH2:12][CH2:11][C:10]3([O:6][CH2:7][CH2:8][O:9]3)[CH2:15][CH2:14]2)[n:3][n:4][cH:5]1. Reactants: O=C1CCC2(CC1)OCCO2, c1nncs1. Yields the product OC1(c2nncs2)CCC2(CC1)OCCO2. Conditions: time 30 minute. Starting materials: ice water, [Cl-].C(C(=O)[O-])(=O)OCC (monoethyl oxalate monochloride), [Cl-].[Al+3].[Cl-].[Cl-] (aluminum chloride), [N+](=O)([O-])C1=CC=CC=C1 (nitrobenzene), ClC1=C(C=C(C=C1)F)OC (2-chloro-5-fluoroanisole). Procedure: Under ice-cooling, monoethyl oxalate monochloride (10.5 g) is added dropwise to a solution of aluminum chloride (10.5 g) in nitrobenzene (30 ml). To the solution is added dropwise 2-chloro-5-fluoroanisole (84 g). After 30 minutes, the mixture is poured into ice-water and extracted with ether. The extract is washed with dilute hydrochloric acid and dilute aqueous sodium bicarbonate, dried and evaporated to remove the solvent. Recrystallization from a mixture of ether and n-hexane gives ethyl 4-me... As a reaction SMILES: [Cl-].[C:2]([O:7][CH2:8][CH3:9])(=[O:6])[C:3]([O-:5])=O.[Cl-].[Al+3].[Cl-].[Cl-].[Cl:14][C:15]1[CH:20]=[CH:19][C:18]([F:21])=[CH:17][C:16]=1OC.[N+]([C:27]1C=CC=CC=1)([O-])=O>>[CH3:27][C:16]1[CH:17]=[C:18]([F:21])[C:19]([C:3](=[O:5])[C:2]([O:7][CH2:8][CH3:9])=[O:6])=[CH:20][C:15]=1[Cl:14] |f:0.1,2.3.4.5|. Yields the product CC1=C(C=C(C(=C1)F)C(C(=O)OCC)=O)Cl (ethyl 4-methyl-3-chloro-6-fluorophenylglyoxalate). Reactants: reagents, CN1CCC=2NC=3C=CC(=CC3C2CC1)C (3,9-dimethyl-1,2,3,4,5,6-hexahydroazepino[4,5-b]indole), BrC=C(C)C1=CC(=CC=C1)F (1-(1-bromoprop-1-en-2-yl)-3-fluorobenzene), N1[C@H](C(=O)O)CCC1 (L-proline), [O-]P(=O)([O-])[O-].[K+].[K+].[K+] (potassium phosphate tribasic). Reagents/catalysts: [Cu]I (CuI). The solvent is CN(C)C=O (DMF). Product: FC=1C=C(C=CC1)/C(=C/N1C2=C(C=3C=C(C=CC13)C)CCN(CC2)C)/C ((E)-6-(2-(3-fluorophenyl)prop-1-enyl)-3,9-dimethyl-1,2,3,4,5,6-hexahydroazepino[4,5-b]indole). As a reaction SMILES: [CH3:1][N:2]1[CH2:15][CH2:14][C:13]2[C:12]3[CH:11]=[C:10]([CH3:16])[CH:9]=[CH:8][C:7]=3[NH:6][C:5]=2[CH2:4][CH2:3]1.Br[CH:18]=[C:19]([C:21]1[CH:26]=[CH:25][CH:24]=[C:23]([F:27])[CH:22]=1)[CH3:20].N1CCC[C@H]1C(O)=O.[O-]P([O-])([O-])=O.[K+].[K+].[K+]>CN(C=O)C.[Cu]I>[F:27][C:23]1[CH:22]=[C:21](/[C:19](/[CH3:20])=[CH:18]/[N:6]2[C:7]3[CH:8]=[CH:9][C:10]([CH3:16])=[CH:11][C:12]=3[C:13]3[CH2:14][CH2:15][N:2]([CH3:1])[CH2:3][CH2:4][C:5]2=3)[CH:26]=[CH:25][CH:24]=1 |f:3.4.5.6|. Reported procedure: A mixture of 3,9-dimethyl-1,2,3,4,5,6-hexahydroazepino[4,5-b]indole (234 mg, 1 mmol), 1-(1-bromoprop-1-en-2-yl)-3-fluorobenzene (258 mg, 1.2 mmol), L-proline (23 mg, 0.2 mmol), CuI (19 mg, 0.1 mmol) and potassium phosphate tribasic (424 mg, 2 mmol) in DMF was stirred at RT and purged with nitrogen. The reaction mixture was heated at 85° C. overnight. An additional 1 eq. of reagents was added and the mixture heated for an additional 24 h. The DMF was evaporated and the residue was poured into wat... Starting materials: C(C)(=O)Br (Acetyl bromide), C(CCCCCCCCCCCCCCC)NC1=CC=C(CO)C=C1 (p-hexadecylaminobenzyl alcohol). The reagents and catalysts are O (water), O (water). The solvent is FC(C(=O)O)(F)F (trifluoroacetic acid). Reaction conditions: time 0.5 hour. Yields the product Br.C(C)(=O)OCC1=CC=C(C=C1)NCCCCCCCCCCCCCCCC (p-Hexadecylaminobenzyl Acetate Hydrobromide). Reaction SMILES: [C:1]([Br:4])(=[O:3])[CH3:2].[CH2:5]([NH:21][C:22]1[CH:29]=[CH:28][C:25]([CH2:26][OH:27])=[CH:24][CH:23]=1)[CH2:6][CH2:7][CH2:8][CH2:9][CH2:10][CH2:11][CH2:12][CH2:13][CH2:14][CH2:15][CH2:16][CH2:17][CH2:18][CH2:19][CH3:20]>FC(F)(F)C(O)=O.O>[BrH:4].[C:1]([O:27][CH2:26][C:25]1[CH:24]=[CH:23][C:22]([NH:21][CH2:5][CH2:6][CH2:7][CH2:8][CH2:9][CH2:10][CH2:11][CH2:12][CH2:13][CH2:14][CH2:15][CH2:16][CH2:17][CH2:18][CH2:19][CH3:20])=[CH:29][CH:28]=1)(=[O:3])[CH3:2] |f:4.5|. Procedure details: Acetyl bromide (0.33 ml.) is added to a solution of p-hexadecylaminobenzyl alcohol (1.0 g.) in trifluoroacetic acid (5 ml.), and the solution is stirred at room temperature for 0.5 hours. Two drops of water are added, and the solution is stirred at room temperature for 0.5 hours. Two drops of water are added, and the solution is evaporated in vacuo. The residue is dissolved in hexanes, and re-evaporated. The residue is treated with anhydrous diethyl ether, and the white solid is collected by fil...